This data is from the Open Reaction Database (ORD), a public repository of structured organic reaction records. The task is: describe an organic reaction: reactants, conditions, products, and yield The reactants are [S-]C#N.[K+] (potassium thiocyanate), O1CCOCCOCCOCCOCCOCC1 (1,4,7,10,13,16-hexaoxacyclooctadecane), CC(CC=O)(C)C (3,3-dimethylbutanal), 4A, CC(CN)(C)C (2,2-dimethylpropan-1-amine), II (iodine). Run in CCOC(=O)C (EtOAc), C(C)#N (acetonitrile). Conditions: time 12 hour. Product: C(C)(C)(C)C1=CN(C(S1)=N)CC(C)(C)C (5-tert-butyl-3-neopentylthiazol-2(3H)-imine). Isolated yield 59.8%. Reaction SMILES: [CH3:1][C:2]([CH3:7])([CH3:6])[CH2:3][CH:4]=O.[CH3:8][C:9]([CH3:13])([CH3:12])[CH2:10][NH2:11].[S-:14][C:15]#[N:16].[K+].O1CCOCCOCCOCCOCCOCC1.II>CCOC(C)=O.C(#N)C>[C:2]([C:3]1[S:14][C:15](=[NH:16])[N:11]([CH2:10][C:9]([CH3:13])([CH3:12])[CH3:8])[CH:4]=1)([CH3:7])([CH3:6])[CH3:1] |f:2.3|. Reported procedure: To a solution of 3,3-dimethylbutanal (Aldrich) (3.99 g, 39.8 mmol) in of acetonitrile (40 mL) was added 4 g of molecular sieves (4A beads, 8-12 mesh) and 2,2-dimethylpropan-1-amine (Aldrich) (3.16 g, 36.2 mmol). The mixture was stirred for 12 h at room temperature. The mixture was filtered and to the filtrate was successively added potassium thiocyanate (4.68 g, 48.1 mmol) and 1,4,7,10,13,16-hexaoxacyclooctadecane (1.24 g, 4.71 mmol). The temperature was adjusted at 50° C. and the mixture was st... The reactants are ClC=1C2=C(N=C(N1)C(F)(F)F)CN(CC2)CC2=CC=CC=C2 (4-Chloro-7-(phenylmethyl)-2-(trifluoromethyl)-5,6,7,8-tetrahydropyrido[3,4-d]pyrimidine). Solvent: CCOCC (ether). Product: Cl.ClC=1C2=C(N=C(N1)C(F)(F)F)CNCC2 (4-Chloro-2-(trifluoromethyl)-5,6,7,8-tetrahydropyrido[3,4-d]pyrimidine, hydrochloride). Isolated yield 189.7%. As a reaction SMILES: [Cl:1][C:2]1[C:3]2[CH2:15][CH2:14][N:13](CC3C=CC=CC=3)[CH2:12][C:4]=2[N:5]=[C:6]([C:8]([F:11])([F:10])[F:9])[N:7]=1>CCOCC>[ClH:1].[Cl:1][C:2]1[C:3]2[CH2:15][CH2:14][NH:13][CH2:12][C:4]=2[N:5]=[C:6]([C:8]([F:9])([F:10])[F:11])[N:7]=1 |f:2.3|. Procedure: 4-Chloro-7-(phenylmethyl)-2-(trifluoromethyl)-5,6,7,8-tetrahydropyrido[3,4-d]pyrimidine (262 mg, 0.80 mmol) was debenzylated following a procedure similar to that described in Example 3, Step B. Trituration with ether gave 208 mg (95%) of the title compound as an off-white solid. LC-MS 238.1 (M+1). Reactants: C[P+](C)(C)CC#N, CCC#N, CCNC(=O)c1ccc(N2CCNCC2)cc1, CS(C)=O, CCN(C(C)C)C(C)C, [I-], O=C1Nc2cc(CO)cnc2N2CCCC12. Yields the product CCNC(=O)c1ccc(N2CCN(Cc3cnc4c(c3)NC(=O)C3CCCN43)CC2)cc1. As a reaction SMILES: [C:18]([CH2:19][P+:20]([CH3:21])([CH3:22])[CH3:23])#[N:24].[C:51](#[N:52])[CH2:53][CH3:54].[CH2:25]([CH3:26])[NH:27][C:28]([c:29]1[cH:30][cH:31][c:32]([N:35]2[CH2:36][CH2:37][NH:38][CH2:39][CH2:40]2)[cH:33][cH:34]1)=[O:41].[CH3:55][S:56]([CH3:57])=[O:58].[CH:42]([N:43]([CH2:44][CH3:45])[CH:46]([CH3:47])[CH3:48])([CH3:49])[CH3:50].[I-:17].[OH:1][CH2:2][c:3]1[cH:4][c:5]2[c:10]([n:11][cH:12]1)[N:9]1[CH:8]([C:7](=[O:16])[NH:6]2)[CH2:15][CH2:14][CH2:13]1>>[CH2:2]([c:3]1[cH:4][c:5]2[c:10]([n:11][cH:12]1)[N:9]1[CH:8]([C:7](=[O:16])[NH:6]2)[CH2:15][CH2:14][CH2:13]1)[N:38]1[CH2:37][CH2:36][N:35]([c:32]2[cH:31][cH:30][c:29]([C:28]([NH:27][CH2:25][CH3:26])=[O:41])[cH:34][cH:33]2)[CH2:40][CH2:39]1. Yields the product C(C=C)OC(=O)N1[C@@H](C[C@@H](C1)S)\C=C\C(=O)N1CCN(CC1)C(=O)OCC=C ((2S,4S)-N-Allyloxycarbonyl-2-[(E)-2-[4-(allyloxycarbonyl)piperazinvlcarbonyl]vinyl]-4-mercaptopyrrolidine). Procedure: The same operation as in Reference Example 4-2) was carried out by using (2S,4S)-N-allyloxycarbonyl-2-[(E)-2-[4-(allyloxycarbonyl)piperazinylcarbonyl]vinyl]-4-tritylthiopyrrolidine (the compound obtained in Reference Example 8-1); 1.97 g, 3.02 mmol) and triethylsilane (0.51 ml, 3.17 mmol), followed by flash column chromatographic purification on silica gel (Wakogel® C-300, 40 ml, elution with acetone-ethyl acetate 1:2) to give the title compound (1.24 g, 100% yield) as an oil. Isolated yield 100.0%. Reaction SMILES: [CH2:1]([O:4][C:5]([N:7]1[CH2:11][C@@H:10]([S:12]C(C2C=CC=CC=2)(C2C=CC=CC=2)C2C=CC=CC=2)[CH2:9][C@H:8]1/[CH:32]=[CH:33]/[C:34]([N:36]1[CH2:41][CH2:40][N:39]([C:42]([O:44][CH2:45][CH:46]=[CH2:47])=[O:43])[CH2:38][CH2:37]1)=[O:35])=[O:6])[CH:2]=[CH2:3].C([SiH](CC)CC)C>>[CH2:1]([O:4][C:5]([N:7]1[CH2:11][C@@H:10]([SH:12])[CH2:9][C@H:8]1/[CH:32]=[CH:33]/[C:34]([N:36]1[CH2:37][CH2:38][N:39]([C:42]([O:44][CH2:45][CH:46]=[CH2:47])=[O:43])[CH2:40][CH2:41]1)=[O:35])=[O:6])[CH:2]=[CH2:3]. Starting materials: C(C=C)OC(=O)N1[C@@H](C[C@@H](C1)SC(C1=CC=CC=C1)(C1=CC=CC=C1)C1=CC=CC=C1)\C=C\C(=O)N1CCN(CC1)C(=O)OCC=C ((2S,4S)-N-allyloxycarbonyl-2-[(E)-2-[4-(allyloxycarbonyl)piperazinylcarbonyl]vinyl]-4-tritylthiopyrrolidine), C(C)[SiH](CC)CC (triethylsilane). The reactants are [OH-].[K+] (potassium hydroxide), ClC1=C(C=C(C=C1)C1=C(C=CC(=N1)C(=O)OCC)C1=C(C=CC=C1OC)OC)OCCCN(C)C (ethyl 6-{4-chloro-3-[3-(dimethylamino)propoxy]phenyl}-5-(2,6-dimethoxyphenyl)pyridine-2-carboxylate), Cl (HCl). Run in CCO (EtOH). The product is ClC1=C(C=C(C=C1)C1=C(C=CC(=N1)C(=O)O)C1=C(C=CC=C1OC)OC)OCCCN(C)C (6-{4-chloro-3-[3-(dimethylamino)propoxy]phenyl}-5-(2,6-dimethoxyphenyl)pyridine-2-carboxylic acid). Isolated yield 98.8%. RXN SMILES: [OH-].[K+].[Cl:3][C:4]1[CH:9]=[CH:8][C:7]([C:10]2[N:15]=[C:14]([C:16]([O:18]CC)=[O:17])[CH:13]=[CH:12][C:11]=2[C:21]2[C:26]([O:27][CH3:28])=[CH:25][CH:24]=[CH:23][C:22]=2[O:29][CH3:30])=[CH:6][C:5]=1[O:31][CH2:32][CH2:33][CH2:34][N:35]([CH3:37])[CH3:36].Cl>CCO>[Cl:3][C:4]1[CH:9]=[CH:8][C:7]([C:10]2[N:15]=[C:14]([C:16]([OH:18])=[O:17])[CH:13]=[CH:12][C:11]=2[C:21]2[C:26]([O:27][CH3:28])=[CH:25][CH:24]=[CH:23][C:22]=2[O:29][CH3:30])=[CH:6][C:5]=1[O:31][CH2:32][CH2:33][CH2:34][N:35]([CH3:37])[CH3:36] |f:0.1|. Procedure: Add 3.16 g (56.38 mmol) of potassium hydroxide to a solution of 5.63 g (11.28 mmol) of ethyl 6-{4-chloro-3-[3-(dimethylamino)propoxy]phenyl}-5-(2,6-dimethoxyphenyl)pyridine-2-carboxylate in 132 mL of EtOH. Reflux the reaction mixture for 2 h and then concentrate under reduced pressure. Take up the residue obtained in 10 mL of water, then neutralize with 56.5 mL (56.5 mmol) of a 1N HCl aqueous solution. The precipitate obtained is filtered on a frit and rinsed with 2×10 mL of water. After drying ... Reactants: [OH-].[Na+] (sodium hydroxide), C(=O)(OC(C)(C)C)OC(=O)OC(C)(C)C (di-tert-butyl dicarbonate), O1C=C(C=C1)CCN1C(C=2C(C1=O)=CC=CC2)=O (N-[2-(3-furyl)ethyl]phthalimide), O.NN (hydrazine monohydrate). Solvent: ClCCl (dichloromethane), C(C)O (ethanol). Run at time 0.5 hour. Yields the product C(C)(C)(C)OC(=O)NCCC1=COC=C1 (N-tert-butoxycarbonyl-2-(3-furyl)ethylamine), C(=O)(OC(C)(C)C)OC(=O)OC(C)(C)C (di-tert-butyl dicarbonate). Reaction SMILES: [O:1]1[CH:5]=[CH:4][C:3]([CH2:6][CH2:7][N:8]2[C:12](=[O:13])C3=CC=CC=C3C2=O)=[CH:2]1.O.NN.[OH-].[Na+].[C:24]([O:31][C:32]([O:34][C:35]([CH3:38])([CH3:37])[CH3:36])=[O:33])([O:26][C:27]([CH3:30])([CH3:29])[CH3:28])=[O:25]>C(O)C.ClCCl>[C:27]([O:26][C:12]([NH:8][CH2:7][CH2:6][C:3]1[CH:4]=[CH:5][O:1][CH:2]=1)=[O:13])([CH3:30])([CH3:29])[CH3:28].[C:32]([O:31][C:24]([O:26][C:27]([CH3:30])([CH3:29])[CH3:28])=[O:25])([O:34][C:35]([CH3:37])([CH3:38])[CH3:36])=[O:33] |f:1.2,3.4|. Procedure: A solution of 19.020 g (78.839 mmol) of N-[2-(3-furyl)ethyl]phthalimide and 5.74 ml (118 mmol) of hydrazine monohydrate in 200 ml of ethanol was refluxed for 1 hour. After cooling to room temperature, the reaction mixture was poured into aqueous sodium hydroxide and extracted with dichloromethane 3 times. The combined organic layer was dried over anhydrous magnesium sulfate; the solvent was distilled off under reduced pressure. The resulting crude 2-(3-furyl)ethylamine was dissolved in 150 ml of... The reactants are C(N)(OC(C)(C)C)=O (t-Butyl carbamate), FC1C[C@@H](N(CC1)C(=O)OC(C)(C)C)C(NC1(CC1)C1=CC=C(C=C1)C(=O)OC)=O ((2R)-tert-butyl 4-fluoro-2-((1-(4-(methoxycarbonyl)phenyl)cyclopropyl)carbamoyl)piperidine-1-carboxylate). The product is FC1C[C@@H](NCC1)C(=O)NC1(CC1)C1=CC=C(C(=O)OC)C=C1 (methyl 4-(1-((2R)-4-fluoropiperidine-2-carboxamido)cyclopropyl)benzoate). Isolated yield 87.5%. As a reaction SMILES: C(=O)(OC(C)(C)C)N.[F:9][CH:10]1[CH2:15][CH2:14][N:13](C(OC(C)(C)C)=O)[C@@H:12]([C:23](=[O:38])[NH:24][C:25]2([C:28]3[CH:33]=[CH:32][C:31]([C:34]([O:36][CH3:37])=[O:35])=[CH:30][CH:29]=3)[CH2:27][CH2:26]2)[CH2:11]1>>[F:9][CH:10]1[CH2:15][CH2:14][NH:13][C@@H:12]([C:23]([NH:24][C:25]2([C:28]3[CH:29]=[CH:30][C:31]([C:34]([O:36][CH3:37])=[O:35])=[CH:32][CH:33]=3)[CH2:26][CH2:27]2)=[O:38])[CH2:11]1. Procedure: The title compound (D96) (26 mg) was prepared according to the general procedure for t-Butyl carbamate (Boc) cleavage starting from (2R)-tert-butyl 4-fluoro-2-((1-(4-(methoxycarbonyl)phenyl)cyclopropyl)carbamoyl)piperidine-1-carboxylate (D65) (39 mg).